From a dataset of the Open Reaction Database (ORD), a public repository of structured organic reaction records. describe an organic reaction: reactants, conditions, products, and yield Starting materials: NS(=O)(=O)C1=C(C=CC=C1)C(=NOC)Cl (2-(Aminosulfonyl)-N-methoxybenzenecarboximidoyl chloride), COC1=NC(=NC(=C1)C)NC(OC1=CC=CC=C1)=O (phenyl (4-methoxy-6-methylpyrimidin-2-yl)carbamate), C1CCC2=NCCCN2CC1 (DBU). Solvent: O (water), C(C)#N (acetonitrile). Reaction conditions: time 2 hour. Yields the product COC1=NC(=NC(=C1)C)NC(=O)NS(=O)(=O)C1=C(C=CC=C1)C(=NOC)Cl (2-[[(4-Methoxy-6-methyl-2-pyrimidinyl)aminocarbonyl]aminosulfonyl]-N-methoxybenzenecarboximidoyl chloride). RXN SMILES: [NH2:1][S:2]([C:5]1[CH:10]=[CH:9][CH:8]=[CH:7][C:6]=1[C:11]([Cl:15])=[N:12][O:13][CH3:14])(=[O:4])=[O:3].[CH3:16][O:17][C:18]1[CH:23]=[C:22]([CH3:24])[N:21]=[C:20]([NH:25][C:26](=O)[O:27]C2C=CC=CC=2)[N:19]=1.C1CCN2C(=NCCC2)CC1>C(#N)C.O>[CH3:16][O:17][C:18]1[CH:23]=[C:22]([CH3:24])[N:21]=[C:20]([NH:25][C:26]([NH:1][S:2]([C:5]2[CH:10]=[CH:9][CH:8]=[CH:7][C:6]=2[C:11]([Cl:15])=[N:12][O:13][CH3:14])(=[O:3])=[O:4])=[O:27])[N:19]=1. Procedure: To a suspension of 0.4 g of the product of Example 4 and 0.46 of phenyl (4-methoxy-6-methylpyrimidin-2-yl)carbamate in 10 ml of dry acetonitrile was added 0.25 g of DBU. The suspension was stirred for about two hours at room temperature, then diluted with excess water and filtered. The filtrate was acidified with concentrated hydrochloric acid to yield a precipitate. After filtration, the residue was washed with excess water and suction-dried to yield 0.35 g of the subject compound, m.p. 178° to... Product: C(=O)(O)CCCCC1=CN(C2=CC=CC=C12)C=1C=NC=CC1 (3-(4-carboxybutyl)-N-(3-pyridyl)-indole). RXN SMILES: C([O:3][C:4]([CH2:6][CH2:7][CH2:8][CH2:9][C:10]1[C:18]2[C:13](=[CH:14][CH:15]=[CH:16][CH:17]=2)[N:12]([C:19]2[CH:20]=[N:21][CH:22]=[CH:23][CH:24]=2)[CH:11]=1)=[O:5])C.[OH-].[Na+].Cl>>[C:4]([CH2:6][CH2:7][CH2:8][CH2:9][C:10]1[C:18]2[C:13](=[CH:14][CH:15]=[CH:16][CH:17]=2)[N:12]([C:19]2[CH:20]=[N:21][CH:22]=[CH:23][CH:24]=2)[CH:11]=1)([OH:5])=[O:3] |f:1.2|. Reactants: C(C)OC(=O)CCCCC1=CN(C2=CC=CC=C12)C=1C=NC=CC1 (3-(4-ethoxycarbonylbutyl)-N-(3-pyridyl)-indole), [OH-].[Na+] (sodium hydroxide), Cl (hydrochloric acid). Procedure: A suspension of 0.46 g of 3-(4-ethoxycarbonylbutyl)-N-(3-pyridyl)-indole in 85 ml of aqueous 1N sodium hydroxide solution is heated at 95° for 8 hours. The resulting solution is neutralized with hydrochloric acid to pH of about 5.5. The resulting precipitate is filtered off, and triturated with acetonitrile to yield 3-(4-carboxybutyl)-N-(3-pyridyl)-indole (European Patent Application No. 126,401). 3-(4-Carboxybutyl)-N-(3-pyridyl)-indole has melting point of 122°-124°. Solvent: CN(C)C=O (DMF), O (Water). As a reaction SMILES: I[C:2]1[N:11]=[C:10]2[N:4]([CH2:5][CH2:6][C:7]3[CH:23]=[CH:22][CH:21]=[CH:20][C:8]=3[CH:9]2[O:12][CH:13]2[CH2:18][CH2:17][N:16]([CH3:19])[CH2:15][CH2:14]2)[CH:3]=1.[C:24]([NH:31][CH2:32][C:33]#[CH:34])([O:26][C:27]([CH3:30])([CH3:29])[CH3:28])=[O:25].N(CC)CC.N>CN(C=O)C.[Cu]I.Cl[Pd](Cl)([P](C1C=CC=CC=1)(C1C=CC=CC=1)C1C=CC=CC=1)[P](C1C=CC=CC=1)(C1C=CC=CC=1)C1C=CC=CC=1.O>[C:27]([O:26][C:24](=[O:25])[NH:31][CH2:32][C:33]#[C:34][C:2]1[N:11]=[C:10]2[N:4]([CH2:5][CH2:6][C:7]3[CH:23]=[CH:22][CH:21]=[CH:20][C:8]=3[CH:9]2[O:12][CH:13]2[CH2:18][CH2:17][N:16]([CH3:19])[CH2:15][CH2:14]2)[CH:3]=1)([CH3:30])([CH3:29])[CH3:28] |^1:50,69|. Reported procedure: To a solution of compound 2-iodo-4-(1-methyl piperidin-4-yloxy)-9,10-dihydro-4H-3,10a-diaza-benzo[f]azulene (example 2A) (80 mg, 0.19 mmoles) in DMF (0.5 mL) in a screw-capped vial under argon are added CuI (7.2 mg, 0.038 mmole), (PPh3)2PdCl2 (13.3 mg, 19 μmole), N-Boc-propargylamine (91 mg, 0.57 mmole) and Et2NH (58 μL, 0.57 mmole). The reaction mixture is heated at 50° C. overnight. Water is added and pH adjusted to 9-10 with concentrated aqueous ammonia solution. The aqueous phase is extracte... The reagents and catalysts are [Cu]I (CuI), Cl[Pd]([P](C1=CC=CC=C1)(C2=CC=CC=C2)C3=CC=CC=C3)([P](C4=CC=CC=C4)(C5=CC=CC=C5)C6=CC=CC=C6)Cl ((PPh3)2PdCl2). The product is C(C)(C)(C)OC(NCC#CC1=CN2CCC3=C(C(C2=N1)OC1CCN(CC1)C)C=CC=C3)=O ({3-[4-(1-methylpiperidin-4-yloxy)-9,10-dihydro-4H-3,10a-diaza-benzo[f]azulen-2-yl]-prop-2-ynyl}-carbamic acid tert-butyl ester). Starting materials: IC1=CN2CCC3=C(C(C2=N1)OC1CCN(CC1)C)C=CC=C3 (2-iodo-4-(1-methyl piperidin-4-yloxy)-9,10-dihydro-4H-3,10a-diaza-benzo[f]azulene), C(=O)(OC(C)(C)C)NCC#C (N-Boc-propargylamine), N(CC)CC (Et2NH), N (ammonia). Reaction conditions: temperature 50 celsius. Reaction SMILES: [CH3:1][S:2](=[O:3])(=[O:4])[N:5]1[CH:6]=[C:7]([c:10]2[cH:11][cH:12][cH:13][c:14]3[cH:15][n:16][c:17]([NH:20][CH:21]4[CH2:22][CH2:23][CH:24]([OH:27])[CH2:25][CH2:26]4)[n:18][c:19]23)[CH2:8][CH2:9]1.[CH3:28][OH:29]>>[CH3:1][S:2](=[O:3])(=[O:4])[N:5]1[CH2:6][CH:7]([c:10]2[cH:11][cH:12][cH:13][c:14]3[cH:15][n:16][c:17]([NH:20][CH:21]4[CH2:22][CH2:23][CH:24]([OH:27])[CH2:25][CH2:26]4)[n:18][c:19]23)[CH2:8][CH2:9]1. The reactants are CS(=O)(=O)N1C=C(c2cccc3cnc(NC4CCC(O)CC4)nc23)CC1, CO. The product is CS(=O)(=O)N1CCC(c2cccc3cnc(NC4CCC(O)CC4)nc23)C1. Product: Cc1ccc(CC2(O)CCN(CCCO)CC2)cc1. The reactants are OCCCBr, Cc1ccc(CC2(O)CCNCC2)cc1. RXN SMILES: [Br:16][CH2:17][CH2:18][CH2:19][OH:20].[CH3:1][c:2]1[cH:3][cH:4][c:5]([CH2:6][C:7]2([OH:13])[CH2:8][CH2:9][NH:10][CH2:11][CH2:12]2)[cH:14][cH:15]1>>[CH3:1][c:2]1[cH:3][cH:4][c:5]([CH2:6][C:7]2([OH:13])[CH2:8][CH2:9][N:10]([CH2:17][CH2:18][CH2:19][OH:20])[CH2:11][CH2:12]2)[cH:14][cH:15]1. Starting materials: COC(=O)CCCBr, O=C([O-])[O-], CCOC(C)=O, Clc1ccc(Oc2ccc(OCC3CCCN3)cc2)cc1, Cl, [K+], [K+], CN(C)C=O, O. Yields the product COC(=O)CCCN1CCCC1COc1ccc(Oc2ccc(Cl)cc2)cc1. RXN SMILES: [Br:29][CH2:30][CH2:31][CH2:32][C:33](=[O:34])[O:35][CH3:36].[C:23](=[O:24])([O-:25])[O-:26].[CH3:43][CH2:44][O:45][C:46](=[O:47])[CH3:48].[Cl:2][c:3]1[cH:4][cH:5][c:6]([O:7][c:8]2[cH:9][cH:10][c:11]([O:12][CH2:13][CH:14]3[NH:15][CH2:16][CH2:17][CH2:18]3)[cH:19][cH:20]2)[cH:21][cH:22]1.[ClH:1].[K+:27].[K+:28].[O:37]=[CH:38][N:39]([CH3:40])[CH3:41].[OH2:42]>>[Cl:2][c:3]1[cH:4][cH:5][c:6]([O:7][c:8]2[cH:9][cH:10][c:11]([O:12][CH2:13][CH:14]3[N:15]([CH2:30][CH2:31][CH2:32][C:33](=[O:34])[O:35][CH3:36])[CH2:16][CH2:17][CH2:18]3)[cH:19][cH:20]2)[cH:21][cH:22]1. Reactants: O[C@@H](CN(CCCC1=CC=C(S1)C(=O)N)C[C@@H](C1=CC=CC=C1)O)C1=CC=CC=C1 (5-[3-[bis-[(R)-β-hydroxyphenethyl]amino]propyl]-2-thiophenecarboxamide), [H-].[Al+3].[Li+].[H-].[H-].[H-] (lithium aluminum hydride), [OH-].[Na+] (sodium hydroxide). The solvent is O1CCCC1 (tetrahydrofuran). The product is O[C@@H](CN(CCCC1=CC=C(S1)CN)C[C@@H](C1=CC=CC=C1)O)C1=CC=CC=C1 (5-[3-[bis-[(R)-β-hydroxyphenethyl]amino]propyl]-2-aminomethyl-thiophene). Yield: 79.1%. As a reaction SMILES: [OH:1][C@H:2]([C:25]1[CH:30]=[CH:29][CH:28]=[CH:27][CH:26]=1)[CH2:3][N:4]([CH2:16][C@H:17]([OH:24])[C:18]1[CH:23]=[CH:22][CH:21]=[CH:20][CH:19]=1)[CH2:5][CH2:6][CH2:7][C:8]1[S:12][C:11]([C:13]([NH2:15])=O)=[CH:10][CH:9]=1.[H-].[Al+3].[Li+].[H-].[H-].[H-].[OH-].[Na+]>O1CCCC1>[OH:24][C@H:17]([C:18]1[CH:19]=[CH:20][CH:21]=[CH:22][CH:23]=1)[CH2:16][N:4]([CH2:3][C@H:2]([OH:1])[C:25]1[CH:26]=[CH:27][CH:28]=[CH:29][CH:30]=1)[CH2:5][CH2:6][CH2:7][C:8]1[S:12][C:11]([CH2:13][NH2:15])=[CH:10][CH:9]=1 |f:1.2.3.4.5.6,7.8|. Procedure details: 850 mg of 5-[3-[bis-[(R)-β-hydroxyphenethyl]amino]propyl]-2-thiophenecarboxamide and 300 mg of lithium aluminum hydride were boiled at reflux for 1.5 hours in 60 ml of tetrahydrofuran. The mixture was treated cautiously with 2N sodium hydroxide solution and extracted three times with ether. The ether solutions were washed neutral with water, dried and evaporated. Chromatography of the residue on silica gel with methanol gave 650 mg of 5-[3-[bis-[(R)-β-hydroxyphenethyl]amino]propyl]-2-aminomethyl... The reactants are C(C1=CC=CC=C1)(C1=CC=CC=C1)(C1=CC=CC=C1)NC=1SC=C(N1)/C(/C(=O)N[C@H]1[C@@H]2N(C(=C(CS2)CSC2=NN=NN2N)C(=O)O)C1=O)=N/OCC(NC)=O (7β-[2-(2-tritylaminothiazol-4-yl)-(Z)-2-(N-methylcarbamoyl)methoxyiminoacetamido]-3-[(1-amino-1H-tetrazol-5-yl)thiomethyl]-3-cephem-4-carboxylic acid), C(C1=CC=CC=C1)(C1=CC=CC=C1)(C1=CC=CC=C1)NC=1SC=C(N1)/C(/C(=O)N[C@H]1[C@@H]2N(C(=C(CS2)CSC2=NN=NN2NC(C)C)C(=O)O)C1=O)=N/OC (7β-[2-(2-Tritylaminothiazol-4-yl)-(Z)-2-methoxyiminoacetamido]-3-[(1-isopropylamino-1H-tetrazol-5-yl)thiomethyl]-3-cephem-4-carboxylic acid). Run in C(=O)O (formic acid). Yields the product NC=1SC=C(N1)/C(/C(=O)N[C@H]1[C@@H]2N(C(=C(CS2)CSC2=NN=NN2N)C(=O)O)C1=O)=N/OCC(NC)=O (7β-[2-(2-aminothiazol-4-yl)-(Z)-2-(N-methylcarbamoyl)methoxyiminoacetamido]-3-[(1-amino-1H-tetrazol-5-yl)thiomethyl]-3-cephem-4-carboxylic acid). Isolated yield 84.7%. RXN SMILES: C([NH:20][C:21]1[S:22][CH:23]=[C:24](/[C:26](=[N:50]/[O:51][CH2:52][C:53](=[O:56])[NH:54][CH3:55])/[C:27]([NH:29][C@@H:30]2[C:48](=[O:49])[N:32]3[C:33]([C:45]([OH:47])=[O:46])=[C:34]([CH2:37][S:38][C:39]4[N:43]([NH2:44])[N:42]=[N:41][N:40]=4)[CH2:35][S:36][C@H:31]23)=[O:28])[N:25]=1)(C1C=CC=CC=1)(C1C=CC=CC=1)C1C=CC=CC=1.C(NC1SC=C(/C(=N/OC)/C(N[C@@H]2C(=O)N3C(C(O)=O)=C(CSC4N(NC(C)C)N=NN=4)CS[C@H]23)=O)N=1)(C1C=CC=CC=1)(C1C=CC=CC=1)C1C=CC=CC=1>C(O)=O>[NH2:20][C:21]1[S:22][CH:23]=[C:24](/[C:26](=[N:50]/[O:51][CH2:52][C:53](=[O:56])[NH:54][CH3:55])/[C:27]([NH:29][C@@H:30]2[C:48](=[O:49])[N:32]3[C:33]([C:45]([OH:47])=[O:46])=[C:34]([CH2:37][S:38][C:39]4[N:43]([NH2:44])[N:42]=[N:41][N:40]=4)[CH2:35][S:36][C@H:31]23)=[O:28])[N:25]=1. Reported procedure: A solution of 7β-[2-(2-tritylaminothiazol-4-yl)-(Z)-2-(N-methylcarbamoyl)methoxyiminoacetamido]-3-[(1-amino-1H-tetrazol-5-yl)thiomethyl]-3-cephem-4-carboxylic acid (2.1 g, 2.59 mmol) in 80% formic acid (8 ml) was treated in a manner similar to that described in Example 6, (d) to yield pale brown powder of 7β-[2-(2-aminothiazol-4-yl)-(Z)-2-(N-methylcarbamoyl)methoxyiminoacetamido]-3-[(1-amino-1H-tetrazol-5-yl)thiomethyl]-3-cephem-4-carboxylic acid (1.25 g, 85%). Reactants: ClCCl, O=C(O)C(F)(F)F, O=C(OC(=O)C(F)(F)F)C(F)(F)F, [O-][n+]1nc(CCCN2CCCCC2)nc2cc3c(cc21)CCC3, N, OO. Product: [O-][n+]1nc(CCCN2CCCCC2)[n+]([O-])c2cc3c(cc21)CCC3. RXN SMILES: [Cl:46][CH2:47][Cl:48].[F:39][C:40]([F:41])([F:42])[C:43]([OH:44])=[O:45].[F:3][C:4]([F:5])([F:7])[C:8](=[O:6])[O:9][C:10](=[O:11])[C:12]([F:13])([F:14])[F:15].[N:16]1([CH2:22][CH2:23][CH2:24][c:25]2[n:26][n+:27]([O-:38])[c:28]3[c:29]([n:30]2)[cH:31][c:32]2[c:36]([cH:37]3)[CH2:35][CH2:34][CH2:33]2)[CH2:17][CH2:18][CH2:19][CH2:20][CH2:21]1.[NH3:49].[OH:1][OH:2]>>[O-:6][n+:30]1[c:25]([CH2:24][CH2:23][CH2:22][N:16]2[CH2:17][CH2:18][CH2:19][CH2:20][CH2:21]2)[n:26][n+:27]([O-:38])[c:28]2[c:29]1[cH:31][c:32]1[c:36]([cH:37]2)[CH2:35][CH2:34][CH2:33]1. The reactants are CS(=O)(=O)c1ccc(CCl)cc1, COC(=O)c1ccc(O)cc1F, CS(C)=O. Yields the product COC(=O)c1ccc(OCc2ccc(S(C)(=O)=O)cc2)cc1F. As a reaction SMILES: [CH3:13][S:14](=[O:15])(=[O:16])[c:17]1[cH:18][cH:19][c:20]([CH2:21][Cl:22])[cH:23][cH:24]1.[CH3:1][O:2][C:3]([c:4]1[c:5]([F:11])[cH:6][c:7]([OH:10])[cH:8][cH:9]1)=[O:12].[CH3:25][S:26]([CH3:27])=[O:28]>>[CH3:1][O:2][C:3]([c:4]1[c:5]([F:11])[cH:6][c:7]([O:10][CH2:21][c:20]2[cH:19][cH:18][c:17]([S:14]([CH3:13])(=[O:15])=[O:16])[cH:24][cH:23]2)[cH:8][cH:9]1)=[O:12].